This data is from the Open Reaction Database (ORD), a public repository of structured organic reaction records. The task is: describe an organic reaction: reactants, conditions, products, and yield Reactants: CCOC(=O)CCCC1c2ccc(-c3noc(-c4ccc(OC(C)C)c(C#N)c4)n3)c(C)c2CCN1C(=O)OC(C)(C)C, CCO, [Na+], [OH-]. Yields the product Cc1c(-c2noc(-c3ccc(OC(C)C)c(C#N)c3)n2)ccc2c1CCN(C(=O)OC(C)(C)C)C2CCCC(=O)O. Reaction SMILES: [C:1](#[N:2])[c:3]1[cH:4][c:5](-[c:13]2[n:14][c:15](-[c:18]3[c:19]([CH3:43])[c:20]4[c:25]([cH:26][cH:27]3)[CH:24]([CH2:28][CH2:29][CH2:30][C:31](=[O:32])[O:33][CH2:34][CH3:35])[N:23]([C:36](=[O:37])[O:38][C:39]([CH3:40])([CH3:41])[CH3:42])[CH2:22][CH2:21]4)[n:16][o:17]2)[cH:6][cH:7][c:8]1[O:9][CH:10]([CH3:11])[CH3:12].[CH3:46][CH2:47][OH:48].[Na+:45].[OH-:44]>>[C:1](#[N:2])[c:3]1[cH:4][c:5](-[c:13]2[n:14][c:15](-[c:18]3[c:19]([CH3:43])[c:20]4[c:25]([cH:26][cH:27]3)[CH:24]([CH2:28][CH2:29][CH2:30][C:31](=[O:32])[OH:33])[N:23]([C:36](=[O:37])[O:38][C:39]([CH3:40])([CH3:41])[CH3:42])[CH2:22][CH2:21]4)[n:16][o:17]2)[cH:6][cH:7][c:8]1[O:9][CH:10]([CH3:11])[CH3:12]. Reactants: S=C(Cl)Cl, Cl, Nc1ccc(C(=O)O)cc1. The product is O=C(O)c1ccc(N=C=S)cc1. RXN SMILES: [Cl:11][C:12]([Cl:13])=[S:14].[ClH:15].[NH2:1][c:2]1[cH:3][cH:4][c:5]([C:6](=[O:7])[OH:8])[cH:9][cH:10]1>>[N:1]([c:2]1[cH:3][cH:4][c:5]([C:6](=[O:7])[OH:8])[cH:9][cH:10]1)=[C:12]=[S:14].